This data is from the Open Reaction Database (ORD), a public repository of structured organic reaction records. The task is: describe an organic reaction: reactants, conditions, products, and yield The reactants are CCCCn1c2c(cc(C(=O)O)c1=O)CCCCCC2, Cc1ccccc1, O=S(Cl)Cl. The product is CCCCn1c2c(cc(C(=O)Cl)c1=O)CCCCCC2. Reaction SMILES: [CH2:1]([CH2:2][CH2:3][CH3:4])[n:5]1[c:6]2[c:7]([cH:8][c:9]([C:12](=[O:13])[OH:14])[c:10]1=[O:11])[CH2:15][CH2:16][CH2:17][CH2:18][CH2:19][CH2:20]2.[CH3:25][c:26]1[cH:27][cH:28][cH:29][cH:30][cH:31]1.[S:21]([Cl:22])([Cl:23])=[O:24]>>[CH2:1]([CH2:2][CH2:3][CH3:4])[n:5]1[c:6]2[c:7]([cH:8][c:9]([C:12](=[O:13])[Cl:23])[c:10]1=[O:11])[CH2:15][CH2:16][CH2:17][CH2:18][CH2:19][CH2:20]2. The reactants are C(C)(C)C1=CC=C(C=C1)C1C2=C(OC13CCN(CC3)C)C(=C(C=C2C)C)C (3-(4-isopropylphenyl)-1′,4,6,7-tetramethylspiro[benzofuran-2(3H),4′-piperidine]), aqueous solution, [B-](F)(F)(F)F.N#[O+] (nitrosyl tetrafluoroborate), [OH-].[Na+] (sodium hydroxide), ice water. The solvent is C(C)#N (acetonitrile), C(C)#N (acetonitrile). Conditions: time 20 minute. The product is C(C)(C)C1=CC=C(C=C1)C1C2=C(OC13CCN(CC3)C)C(=C(C(=C2C)N)C)C (3-(4-Isopropylphenyl)-1′,4,6,7-tetramethylspiro[benzofuran-2(3H),4′-piperidine]-5-amine). Yield: 80.5%. RXN SMILES: [B-](F)(F)(F)F.[N:6]#[O+].[CH:8]([C:11]1[CH:16]=[CH:15][C:14]([CH:17]2[C:21]3([CH2:26][CH2:25][N:24]([CH3:27])[CH2:23][CH2:22]3)[O:20][C:19]3[C:28]([CH3:34])=[C:29]([CH3:33])[CH:30]=[C:31]([CH3:32])[C:18]2=3)=[CH:13][CH:12]=1)([CH3:10])[CH3:9].[OH-].[Na+]>C(#N)C>[CH:8]([C:11]1[CH:16]=[CH:15][C:14]([CH:17]2[C:21]3([CH2:22][CH2:23][N:24]([CH3:27])[CH2:25][CH2:26]3)[O:20][C:19]3[C:28]([CH3:34])=[C:29]([CH3:33])[C:30]([NH2:6])=[C:31]([CH3:32])[C:18]2=3)=[CH:13][CH:12]=1)([CH3:10])[CH3:9] |f:0.1,3.4|. Procedure details: A solution of nitrosyl tetrafluoroborate (470.7 mg, 4.03 mmol) in acetonitrile (40 ml) was cooled to 0° C. To the solution was added a solution of 3-(4-isopropylphenyl)-1′,4,6,7-tetramethylspiro[benzofuran-2(3H),4′-piperidine] (479.1 mg, 1.32 mmol) in acetonitrile (10 ml) and the mixture was stirred for 20 minutes. The reaction mixture was poured into ice water and basified with an 8 N aqueous solution of sodium hydroxide. The product was extracted twice with ethyl acetate. The combined extracts... The reactants are CC1(N(CC2=CC(=CC=C2C1)NC(C1=CC(=C(C=C1)OC)C(F)(F)F)=O)C(C(F)(F)F)=O)C (N-(3,3-dimethyl-1,2,3,4-tetrahydro-2-trifluoroacetylisoquinolin-7-yl)-4-methoxy-3-trifluoromethyl benzamide), C([O-])([O-])=O.[K+].[K+] (potassium carbonate), resultant mixture. Solvent: CO (methanol), O (water). Yields the product CC1(NCC2=CC(=CC=C2C1)NC(C1=CC(=C(C=C1)OC)C(F)(F)F)=O)C (N-(3,3-Dimethyl-1,2,3,4-tetrahydroisoquinolin-7-yl)-4-methoxy-3-trifluoromethylbenzamide). Yield: 86.1%. RXN SMILES: [CH3:1][C:2]1([CH3:33])[CH2:11][C:10]2[C:5](=[CH:6][C:7]([NH:12][C:13](=[O:26])[C:14]3[CH:19]=[CH:18][C:17]([O:20][CH3:21])=[C:16]([C:22]([F:25])([F:24])[F:23])[CH:15]=3)=[CH:8][CH:9]=2)[CH2:4][N:3]1C(=O)C(F)(F)F.C(=O)([O-])[O-].[K+].[K+]>CO.O>[CH3:1][C:2]1([CH3:33])[CH2:11][C:10]2[C:5](=[CH:6][C:7]([NH:12][C:13](=[O:26])[C:14]3[CH:19]=[CH:18][C:17]([O:20][CH3:21])=[C:16]([C:22]([F:24])([F:23])[F:25])[CH:15]=3)=[CH:8][CH:9]=2)[CH2:4][NH:3]1 |f:1.2.3|. Procedure: To a stirred solution of N-(3,3-dimethyl-1,2,3,4-tetrahydro-2-trifluoroacetylisoquinolin-7-yl)-4-methoxy-3-trifluoromethyl benzamide (442 mg; 0.93 mmol) in methanol (50 ml) and water (25 ml) was added potassium carbonate (642 mg; 4.65 mmol) and the resultant mixture heated under reflux for I h. Evaporation in vacuo gave a residue which was partitioned between dichloromethane and water. The organic phase was dried over sodium sulfate, and evaporation in vacuo gave the title compound (303 mg). Reactants: ( 15 ), IC1=CC=C(C=C1)C=1C2=CC=C(N2)C(=C2C=CC(C(=C3C=CC(=C(C=4C=CC1N4)C4=CC=C(C=C4)C)N3)C3=CC=CC=C3)=N2)C2=CC=C(C=C2)C (IPT-Por), IC1=CC=C(C=C1)SC(C)=O (4-iodo-1-(S-acetylthio)benzene), CC1=C(C=CC=C1)P(C2=C(C=CC=C2)C)C3=C(C=CC=C3)C (P(o-tolyl)3). The reagents and catalysts are C=1C=CC(=CC1)/C=C/C(=O)/C=C/C2=CC=CC=C2.C=1C=CC(=CC1)/C=C/C(=O)/C=C/C2=CC=CC=C2.C=1C=CC(=CC1)/C=C/C(=O)/C=C/C2=CC=CC=C2.[Pd].[Pd] (Pd2(dba)3). Conditions: time 24 hour. Product: C(#C)C1=CC=C(C=C1)C=1C2=CC=C(N2)C(=C2C=CC(C(=C3C=CC(=C(C=4C=CC1N4)CCCCC)N3)CCCCC)=N2)CCCCC (5-(4-Ethynylphenyl)-10,15,20-tri-n-pentylporphyrin). Reaction SMILES: I[C:2]1[CH:7]=C[C:5]([C:8]2[C:9]3[NH:13][C:12]([C:14]([C:45]4C=[CH:49][C:48](C)=[CH:47][CH:46]=4)=[C:15]4[N:44]=[C:18]([C:19](C5C=CC=CC=5)=[C:20]5[NH:37][C:23](=[C:24]([C:30]6C=[CH:34][C:33](C)=[CH:32][CH:31]=6)[C:25]6[CH:26]=[CH:27][C:28]=2[N:29]=6)[CH:22]=[CH:21]5)[CH:17]=[CH:16]4)=[CH:11][CH:10]=3)=[CH:4][CH:3]=1.I[C:53]1[CH:58]=[CH:57][C:56](SC(=O)C)=[CH:55][CH:54]=1.[CH3:63][C:64]1C=CC=CC=1P(C1C=CC=CC=1C)C1C=CC=CC=1C>C1C=CC(/C=C/C(/C=C/C2C=CC=CC=2)=O)=CC=1.C1C=CC(/C=C/C(/C=C/C2C=CC=CC=2)=O)=CC=1.C1C=CC(/C=C/C(/C=C/C2C=CC=CC=2)=O)=CC=1.[Pd].[Pd]>[C:63]([C:53]1[CH:54]=[CH:55][C:56]([C:19]2[C:20]3[NH:37][C:23]([C:24]([CH2:30][CH2:31][CH2:32][CH2:33][CH3:34])=[C:25]4[N:29]=[C:28]([C:8]([CH2:5][CH2:4][CH2:3][CH2:2][CH3:7])=[C:9]5[NH:13][C:12](=[C:14]([CH2:45][CH2:46][CH2:47][CH2:48][CH3:49])[C:15]6[CH:16]=[CH:17][C:18]=2[N:44]=6)[CH:11]=[CH:10]5)[CH:27]=[CH:26]4)=[CH:22][CH:21]=3)=[CH:57][CH:58]=1)#[CH:64] |f:3.4.5.6.7|. Procedure: S-Acetylthio-derivatized triple decker (15). Samples of (Pc)Eu(Pc)Eu(E′B-Por) (28) (15 mg, 7.0 μmol), 4-iodo-1-(S-acetylthio)benzene (2.0 mg, 7.0 μmol), Pd2(dba)3 (1.0 mg, 1.1 μmol) and P(o-tolyl)3 (2.5 mg, 8.3 μmol) were added to a Schlenk flask. The flask was evacuated and purged with argon three times. Then deaerated toluene (3 mL) and deaerated N,N-diisopropylethylamine (0.6 mL) were added by syringe. The flask was immersed in an oil bath at 35° C. and stirred under argon. The reaction was m... The reactants are COC(=O)c1ccc(-c2cc(=O)c3ccc(N)cc3o2)cc1, CC(=O)OC(C)=O, c1ccncc1. The product is COC(=O)c1ccc(-c2cc(=O)c3ccc(NC(C)=O)cc3o2)cc1. RXN SMILES: [CH3:1][O:2][C:3](=[O:4])[c:5]1[cH:6][cH:7][c:8](-[c:9]2[o:10][c:11]3[cH:12][c:13]([NH2:20])[cH:14][cH:15][c:16]3[c:17](=[O:19])[cH:18]2)[cH:21][cH:22]1.[CH3:23][C:24](=[O:25])[O:26][C:27](=[O:28])[CH3:29].[cH:30]1[cH:31][cH:32][n:33][cH:34][cH:35]1>>[CH3:1][O:2][C:3](=[O:4])[c:5]1[cH:6][cH:7][c:8](-[c:9]2[o:10][c:11]3[cH:12][c:13]([NH:20][C:24]([CH3:23])=[O:25])[cH:14][cH:15][c:16]3[c:17](=[O:19])[cH:18]2)[cH:21][cH:22]1. Starting materials: CC(C)(C)OC(=O)NC1(C(=O)NC(C#N)Cc2ccc(-c3ccc(C#N)cc3)cc2)CCOCC1, O=CO. Yields the product N#Cc1ccc(-c2ccc(CC(C#N)NC(=O)C3(N)CCOCC3)cc2)cc1. As a reaction SMILES: [C:1](#[N:2])[CH:3]([CH2:4][c:5]1[cH:6][cH:7][c:8](-[c:11]2[cH:12][cH:13][c:14]([C:17]#[N:18])[cH:15][cH:16]2)[cH:9][cH:10]1)[NH:19][C:20](=[O:21])[C:22]1([NH:28][C:29](=[O:30])[O:31][C:32]([CH3:33])([CH3:34])[CH3:35])[CH2:23][CH2:24][O:25][CH2:26][CH2:27]1.[CH:36]([OH:37])=[O:38]>>[C:1](#[N:2])[CH:3]([CH2:4][c:5]1[cH:6][cH:7][c:8](-[c:11]2[cH:12][cH:13][c:14]([C:17]#[N:18])[cH:15][cH:16]2)[cH:9][cH:10]1)[NH:19][C:20](=[O:21])[C:22]1([NH2:28])[CH2:23][CH2:24][O:25][CH2:26][CH2:27]1. Starting materials: Cc1ccccc1, COc1cc(C=O)ccc1O, COC(=O)C=P(c1ccccc1)(c1ccccc1)c1ccccc1. The product is COC(=O)C=Cc1ccc(O)c(OC)c1. Reaction SMILES: [CH3:36][c:37]1[cH:38][cH:39][cH:40][cH:41][cH:42]1.[O:25]=[CH:26][c:27]1[cH:28][c:29]([O:30][CH3:31])[c:32]([OH:33])[cH:34][cH:35]1.[c:1]1([P:2]([c:3]2[cH:4][cH:5][cH:6][cH:7][cH:8]2)([c:9]2[cH:10][cH:11][cH:12][cH:13][cH:14]2)=[CH:20][C:21](=[O:22])[O:23][CH3:24])[cH:15][cH:16][cH:17][cH:18][cH:19]1>>[CH:20]([C:21](=[O:22])[O:23][CH3:24])=[CH:26][c:27]1[cH:28][c:29]([O:30][CH3:31])[c:32]([OH:33])[cH:34][cH:35]1. Starting materials: CC(C)(C)O, Clc1ncnc2ccc(I)cc12, ClCCCl, Nc1ccc2c(cnn2Cc2cccc(F)c2)c1. Product: Cl, Fc1cccc(Cn2ncc3cc(Nc4ncnc5ccc(I)cc45)ccc32)c1. RXN SMILES: [C:35]([OH:36])([CH3:37])([CH3:38])[CH3:39].[Cl:1][c:2]1[n:3][cH:4][n:5][c:6]2[cH:7][cH:8][c:9]([I:12])[cH:10][c:11]12.[Cl:31][CH2:32][CH2:33][Cl:34].[F:13][c:14]1[cH:15][c:16]([CH2:17][n:18]2[n:19][cH:20][c:21]3[cH:22][c:23]([NH2:27])[cH:24][cH:25][c:26]23)[cH:28][cH:29][cH:30]1>>[ClH:1].[c:2]1([NH:27][c:23]2[cH:22][c:21]3[cH:20][n:19][n:18]([CH2:17][c:16]4[cH:15][c:14]([F:13])[cH:30][cH:29][cH:28]4)[c:26]3[cH:25][cH:24]2)[n:3][cH:4][n:5][c:6]2[cH:7][cH:8][c:9]([I:12])[cH:10][c:11]12. Starting materials: C(C)OC(CC=1N=CC=2CN=C(C3=C(C2N1)C=CC(=C3)Cl)C3=C(C=CC=C3)F)=O (9-chloro-7-(2-fluorophenyl)-5H-pyrimido[5,4-d][2]benzazepine-2-acetic acid ethyl ester). The solvent is C(C)O (ethanol), [OH-].[Na+] (sodium hydroxide). Product: ClC1=CC2=C(C3=C(CN=C2C2=C(C=CC=C2)F)C=NC(=N3)CC(=O)O)C=C1 (9-Chloro-7-(2-fluorophenyl)-5H-pyrimido[5,4-d][2]benzazepine-2-acetic acid). As a reaction SMILES: C([O:3][C:4](=[O:29])[CH2:5][C:6]1[N:7]=[CH:8][C:9]2[CH2:10][N:11]=[C:12]([C:22]3[CH:27]=[CH:26][CH:25]=[CH:24][C:23]=3[F:28])[C:13]3[CH:20]=[C:19]([Cl:21])[CH:18]=[CH:17][C:14]=3[C:15]=2[N:16]=1)C>C(O)C.[OH-].[Na+]>[Cl:21][C:19]1[CH:18]=[CH:17][C:14]2[C:15]3[N:16]=[C:6]([CH2:5][C:4]([OH:29])=[O:3])[N:7]=[CH:8][C:9]=3[CH2:10][N:11]=[C:12]([C:22]3[CH:27]=[CH:26][CH:25]=[CH:24][C:23]=3[F:28])[C:13]=2[CH:20]=1 |f:2.3|. Procedure details: A solution of 4.0 g (9.76 mmol) of 9-chloro-7-(2-fluorophenyl)-5H-pyrimido[5,4-d][2]benzazepine-2-acetic acid ethyl ester in 30 ml of ethanol and 25 ml of 1N sodium hydroxide was heated on the steam bath for 3 hr. The mixture was partitioned between 75 ml of water and 75 ml of ether. The basic layer was acidified with acetic acid and extracted with dichloromethane (2×100 ml), which was dried and evaporated. The resulting oil was crystallized from methanol and recrystallized from dichloromethane/...